This data is from the Open Reaction Database (ORD), a public repository of structured organic reaction records. The task is: describe an organic reaction: reactants, conditions, products, and yield Reactants: C(CN)N (Ethylenediamine), C(C)#N (acetonitrile), ClC1=NOC(=C1)CBr (3-chloro-5-bromomethylisoxazole), C(C)#N (acetonitrile). Run at time 1 hour. Product: ClC1=NOC=C1CNCCN (N-(3-chloroisoxazolylmethyl)ethylene diamine). As a reaction SMILES: [CH2:1]([NH2:4])[CH2:2][NH2:3].[Cl:5][C:6]1[CH:10]=[C:9](CBr)[O:8][N:7]=1.[C:13](#N)C>>[Cl:5][C:6]1[C:10]([CH2:13][NH:3][CH2:2][CH2:1][NH2:4])=[CH:9][O:8][N:7]=1. Procedure details: Ethylenediamine (10 g) was dissolved in acetonitrile (30 ml), and a solution of 3-chloro-5-bromomethylisoxazole (11.3 g) in acetonitrile (10 g) was added dropwise at 10° C.-15° C. The reaction mixture was then allowed to reach ambient temperature over 1 hour, decanted from a gummy precipitate and the acetonitrile removed by evaporation to give an orange oil, N-(3-chloroisoxazolylmethyl)ethylene diamine. The orange oil (8.7 g) was dissolved in ethanol (20 ml) and added to a suspension of 1-nitro-... Starting materials: OC1=CC=C(C=O)C=C1 (4-hydroxy benzaldehyde), C1(=CC=CC=C1)P(C1=CC=CC=C1)C1=CC=CC=C1 (triphenyl phosphine), S1CCN(C2=C1C=CC=C2)CCO (2-(2,3-dihydro-1,4-benzothiazin-4-yl)ethanol), N(=NC(=O)OC(C)C)C(=O)OC(C)C (diisopropyl azodicarboxylate). Solvent: O (Water), O1CCCC1 (tetrahydrofuran), C1CCOC1 (THF). Reaction conditions: temperature 25 celsius, time 12 hour. Yields the product S1CCN(C2=C1C=CC=C2)CCOC2=CC=C(C=O)C=C2 (4-[2-(2,3-Dihydro-1,4-benzothiazin-4-yl)ethoxy]benzaldehyde). Isolated yield 43.4%. RXN SMILES: [OH:1][C:2]1[CH:9]=[CH:8][C:5]([CH:6]=[O:7])=[CH:4][CH:3]=1.C1(P(C2C=CC=CC=2)C2C=CC=CC=2)C=CC=CC=1.[S:29]1[C:34]2[CH:35]=[CH:36][CH:37]=[CH:38][C:33]=2[N:32]([CH2:39][CH2:40]O)[CH2:31][CH2:30]1.N(C(OC(C)C)=O)=NC(OC(C)C)=O>O1CCCC1.O>[S:29]1[C:34]2[CH:35]=[CH:36][CH:37]=[CH:38][C:33]=2[N:32]([CH2:39][CH2:40][O:1][C:2]2[CH:9]=[CH:8][C:5]([CH:6]=[O:7])=[CH:4][CH:3]=2)[CH2:31][CH2:30]1. Procedure details: To a mixture of 4-hydroxy benzaldehyde (1.8 g, 14.8 mmol) and triphenyl phosphine (4.85 g, 18.5 mmol) in tetrahydrofuran (15 ml) was added 2-(2,3-dihydro-1,4-benzothiazin-4-yl)ethanol (2.39 g, 12.3 mmol) and diisopropyl azodicarboxylate (3.74 g, 18.5 mmol) in THF (20 ml) at 25° C. The reaction mixture was stirred for 12 h at 25° C. Water (100 ml) was added and the mixture was extracted with ethyl acetate (2×100 ml). The organic extracts were dried (Na2SO4) and solvent was evaporated under reduce... The reactants are ( 5 ), FC1=CC=C(C=C1)C(C#N)NCCCO (4-fluoro-α-[(3-hydroxypropyl)amino]benzeneacetonitrile), O (water), [OH-].[Na+] (sodium hydroxide), [H-].[Al+3].[Li+].[H-].[H-].[H-] (lithium aluminum hydride), O (water). Solvent: CCOCC (ether), O1CCCC1 (tetrahydrofuran), C(C)OCC (ethyl ether). Reaction conditions: temperature 0 celsius. The product is NCC(C1=CC=C(C=C1)F)NCCCO (3-[(2-Amino-1-(4-fluorophenyl)ethyl)amino]-1-propanol). Reaction SMILES: [H-].[Al+3].[Li+].[H-].[H-].[H-].[F:7][C:8]1[CH:13]=[CH:12][C:11]([CH:14]([NH:17][CH2:18][CH2:19][CH2:20][OH:21])[C:15]#[N:16])=[CH:10][CH:9]=1.O.[OH-].[Na+]>CCOCC.O1CCCC1>[NH2:16][CH2:15][CH:14]([NH:17][CH2:18][CH2:19][CH2:20][OH:21])[C:11]1[CH:10]=[CH:9][C:8]([F:7])=[CH:13][CH:12]=1 |f:0.1.2.3.4.5,8.9|. Procedure details: Prepare a suspension of lithium aluminum hydride in 1.0 liter of cold (-10° C.) ethyl ether with stirring. Add to the suspension a solution of 50 g of 4-fluoro-α-[(3-hydroxypropyl)amino]benzeneacetonitrile in 500 ml of ether and 100 ml of tetrahydrofuran under nitrogen. Stir the reaction mixture for five (5) hours at 0° C. then overnight at room temperature. Cool the reaction mixture to 0° C. and treat dropwise with 38 ml of water followed by 38 ml of 15% sodium hydroxide solution and 70 ml of w... The reactants are C([O-])([O-])=O.[K+].[K+] (potassium carbonate), Cl (hydrochloric acid), C(C)N(C(C1=C(C(=CC=C1)C)C)=O)CC (N,N-diethyl-2,3-dimethylbenzamide), C(C)(C)NC(C)C (Diisopropylamine), COC[C@@H]1N(CCC1)CCC(=O)N(C)OC ((R)-3-(2-methoxymethylpyrrolidin-1-yl)-N-methoxy-N-methylpropanamide), C(CCC)[Li] (n-butyllithium). Run in O (water), O1CCCC1 (tetrahydrofuran), O1CCCC1 (tetrahydrofuran), O1CCCC1 (tetrahydrofuran), CCCCCC (n-hexane). Run at temperature -78 celsius, time 1 hour. Yields the product CC1=C2C=C(OC(=O)C2=CC=C1)CCN1[C@H](CCC1)COC ((R)-5-methyl-3-[2-(2-methoxymethylpyrrolidin-1-yl)ethyl]isocoumarin). Yield: 75.9%. RXN SMILES: C(NC(C)C)(C)C.C([Li])CCC.C(N(CC)[C:16](=[O:25])[C:17]1[CH:22]=[CH:21][CH:20]=[C:19]([CH3:23])[C:18]=1[CH3:24])C.[CH3:28][O:29][CH2:30][C@H:31]1[CH2:35][CH2:34][CH2:33][N:32]1[CH2:36][CH2:37][C:38](N(OC)C)=[O:39].Cl.C(=O)([O-])[O-].[K+].[K+]>O1CCCC1.CCCCCC.O>[CH3:23][C:19]1[CH:20]=[CH:21][CH:22]=[C:17]2[C:18]=1[CH:24]=[C:38]([CH2:37][CH2:36][N:32]1[CH2:33][CH2:34][CH2:35][C@@H:31]1[CH2:30][O:29][CH3:28])[O:39][C:16]2=[O:25] |f:5.6.7|. Reported procedure: Diisopropylamine (3.03 g) was dissolved in tetrahydrofuran (30 mL) and a solution (1.58 mol/L, 17.7 mL) of n-butyllithium in n-hexane was added dropwise under a nitrogen stream at −78° C. Subsequently, a solution of N,N-diethyl-2,3-dimethylbenzamide (3.28 g) in tetrahydrofuran was added dropwise. After the completion of the dropwise addition, the mixture was stirred at −78° C. for 1 hr. A solution of (R)-3-(2-methoxymethylpyrrolidin-1-yl)-N-methoxy-N-methylpropanamide (3.22 g) in tetrahydrofuran... As a reaction SMILES: [CH2:1]([CH3:2])[O:3][C:4](=[O:5])[c:6]1[n:7][c:8]2[cH:9][cH:10][c:11]([CH3:41])[cH:12][c:13]2[c:14]([NH:16][CH:17]2[CH:18]([NH:23][C:24](=[N:25][C:26](=[O:27])[O:28][C:29]([CH3:30])([CH3:31])[CH3:32])[NH:33][C:34](=[O:35])[O:36][C:37]([CH3:38])([CH3:39])[CH3:40])[CH2:19][CH2:20][CH2:21][CH2:22]2)[n:15]1.[K+:49].[Na+:43].[O:50]1[CH2:51][CH2:52][CH2:53][CH2:54]1.[OH-:42].[S:44]([O-:45])([OH:46])(=[O:47])=[O:48]>>[O:3]=[C:4]([OH:5])[c:6]1[n:7][c:8]2[cH:9][cH:10][c:11]([CH3:41])[cH:12][c:13]2[c:14]([NH:16][CH:17]2[CH:18]([NH:23][C:24](=[N:25][C:26](=[O:27])[O:28][C:29]([CH3:30])([CH3:31])[CH3:32])[NH:33][C:34](=[O:35])[O:36][C:37]([CH3:38])([CH3:39])[CH3:40])[CH2:19][CH2:20][CH2:21][CH2:22]2)[n:15]1. Reactants: CCOC(=O)c1nc(NC2CCCCC2NC(=NC(=O)OC(C)(C)C)NC(=O)OC(C)(C)C)c2cc(C)ccc2n1, [K+], [Na+], C1CCOC1, [OH-], O=S(=O)([O-])O. The product is Cc1ccc2nc(C(=O)O)nc(NC3CCCCC3NC(=NC(=O)OC(C)(C)C)NC(=O)OC(C)(C)C)c2c1. The reactants are CC(C)(C)OC(=O)N1CCC(CCO)CC1, ClCCl, O=[Cr](=O)([O-])Cl, c1cc[nH+]cc1. Product: CC(C)(C)OC(=O)N1CCC(CC=O)CC1. RXN SMILES: [C:1]([CH3:2])([CH3:3])([CH3:4])[O:5][C:6](=[O:7])[N:8]1[CH2:9][CH2:10][CH:11]([CH2:14][CH2:15][OH:16])[CH2:12][CH2:13]1.[CH2:28]([Cl:29])[Cl:30].[O:17]=[Cr:18]([Cl:19])([O-:20])=[O:21].[nH+:22]1[cH:23][cH:24][cH:25][cH:26][cH:27]1>>[C:1]([CH3:2])([CH3:3])([CH3:4])[O:5][C:6](=[O:7])[N:8]1[CH2:9][CH2:10][CH:11]([CH2:14][CH:15]=[O:16])[CH2:12][CH2:13]1.